The task is: describe an organic reaction: reactants, conditions, products, and yield. This data is from the Open Reaction Database (ORD), a public repository of structured organic reaction records. Reactants: C(C)(C)OC(C)C (diisopropyl ether), C[N+](=CCl)C.[Cl-] (Vilsmeier reagent), C(=O)NC=1SC=C(N1)C(C(=O)O)=NOC1C=CCC1 (2-(2-formamidothiazol-4-yl)-2-(2-cyclopenten-1-yloxyimino) acetic acid), P(=O)(Cl)(Cl)Cl (phosphoryl chloride), C[N+](=CCl)C.[Cl-] (Vilsmeier reagent), FC(C(=O)O)(F)F (trifluoroacetic acid), N[C@H]1[C@@H]2N(C(=C(CS2)C[N+]=2N(C=CC2)C)C(=O)[O-])C1=O (7β-amino-3-(2-methyl-1-pyrazolio)methyl-3-cephem-4-carboxylate). Solvent: C(C)(=O)OCC (ethyl acetate), C(C)(=O)OCC (ethyl acetate). The product is FC(C(=O)O)(F)F (trifluoroacetic acid), C(=O)NC=1SC=C(N1)C(C(=O)N[C@H]1[C@@H]2N(C(=C(CS2)C[N+]=2N(C=CC2)C)C(=O)[O-])C1=O)=NOC1C=CCC1 (7β-[2-(2-formamidothiazol-4-yl)-2-(2-cyclopenten-1-yloxyimino)acetamido]-3-(2-methyl-1-pyrazolio)methyl- 3-cephem-4-carboxylate). Reaction SMILES: P(Cl)(Cl)(Cl)=O.C[N+](C)=CCl.[Cl-].[CH:12]([NH:14][C:15]1[S:16][CH:17]=[C:18]([C:20](=[N:24][O:25][CH:26]2[CH2:30][CH2:29][CH:28]=[CH:27]2)[C:21]([OH:23])=O)[N:19]=1)=[O:13].[F:31][C:32]([F:37])([F:36])[C:33]([OH:35])=[O:34].[NH2:38][C@@H:39]1[C:56](=[O:57])[N:41]2[C:42]([C:53]([O-:55])=[O:54])=[C:43]([CH2:46][N+:47]3[N:48]([CH3:52])[CH:49]=[CH:50][CH:51]=3)[CH2:44][S:45][C@H:40]12.C(OC(C)C)(C)C>C(OCC)(=O)C>[F:31][C:32]([F:37])([F:36])[C:33]([OH:35])=[O:34].[CH:12]([NH:14][C:15]1[S:16][CH:17]=[C:18]([C:20](=[N:24][O:25][CH:26]2[CH2:30][CH2:29][CH:28]=[CH:27]2)[C:21]([NH:38][C@@H:39]2[C:56](=[O:57])[N:41]3[C:42]([C:53]([O-:55])=[O:54])=[C:43]([CH2:46][N+:47]4[N:48]([CH3:52])[CH:49]=[CH:50][CH:51]=4)[CH2:44][S:45][C@H:40]23)=[O:23])[N:19]=1)=[O:13] |f:1.2|. Reported procedure: N,N-Dimethylformamido (0.75 g) and phosphoryl chloride (1.57 ml) were mixed to prepare Vilsmeier reagent in a usual manner, and the resultant Vilsmeier reagent was suspended in dry ethyl acetate (22 ml). To the suspension was added 2-(2-formamidothiazol-4-yl)-2-(2-cyclopenten-1-yloxyimino) acetic acid (A isomer) (syn isomer) (2.3 g) under ice-cooling with stirring, and then the mixture was stirred for an hour to prepare an activated acid solution. To a solution of bis(trifluoroacetic acid )salts... Reactants: NC([C@H](CC1=CC=C(C=C1)C1=CC(=C(C=C1)C#N)C)NC(=O)C1(CCOCC1)NC(OC(C)(C)C)=O)=O ((S)-tert-Butyl 4-(1-amino-3-(4′-cyano-3′-methylbiphenyl-4-yl)-1-oxopropan-2-ylcarbamoyl)tetrahydro-2H-pyran-4-ylcarbamate), CC[N+](CC)(CC)S(=O)(=O)N=C([O-])OC (Burgess' reagent). Run in ClCCl (dichloromethane). Conditions: time 18 hour. Yields the product C(#N)[C@H](CC1=CC=C(C=C1)C1=CC(=C(C=C1)C#N)C)NC(=O)C1(CCOCC1)NC(OC(C)(C)C)=O ((S)-tert-Butyl 4-(1-cyano-2-(4′-cyano-3′-methylbiphenyl-4-yl)ethylcarbamoyl)tetrahydro-2H-pyran-4-ylcarbamate). Yield: 85.7%. Reaction SMILES: [NH2:1][C:2](=O)[C@@H:3]([NH:20][C:21]([C:23]1([NH:29][C:30](=[O:36])[O:31][C:32]([CH3:35])([CH3:34])[CH3:33])[CH2:28][CH2:27][O:26][CH2:25][CH2:24]1)=[O:22])[CH2:4][C:5]1[CH:10]=[CH:9][C:8]([C:11]2[CH:16]=[CH:15][C:14]([C:17]#[N:18])=[C:13]([CH3:19])[CH:12]=2)=[CH:7][CH:6]=1.CC[N+](S(N=C(OC)[O-])(=O)=O)(CC)CC>ClCCl>[C:2]([C@@H:3]([NH:20][C:21]([C:23]1([NH:29][C:30](=[O:36])[O:31][C:32]([CH3:34])([CH3:33])[CH3:35])[CH2:28][CH2:27][O:26][CH2:25][CH2:24]1)=[O:22])[CH2:4][C:5]1[CH:10]=[CH:9][C:8]([C:11]2[CH:16]=[CH:15][C:14]([C:17]#[N:18])=[C:13]([CH3:19])[CH:12]=2)=[CH:7][CH:6]=1)#[N:1]. Reported procedure: (S)-tert-butyl 4-(1-amino-3-(4′-cyano-3′-methylbiphenyl-4-yl)-1-oxopropan-2-ylcarbamoyl)tetrahydro-2H-pyran-4-ylcarbamate (Example 19, step (i), 127 mg) in dichloromethane (8 mL) was treated with Burgess' reagent (119 mg) and the mixture was stirred at room temperature for 18 h. The solvent was partially evaporated and the mixture was purified by chromatography on silica eluting with ethyl acetate/isohexane (1:1) to afford the sub-titled compound (105 mg). The reactants are CCOC(=O)c1nnc(N2CCC(Oc3cc(F)ccc3Br)C2)o1, C1CCOC1, N. The product is NC(=O)c1nnc(N2CCC(Oc3cc(F)ccc3Br)C2)o1. RXN SMILES: [CH2:1]([O:3][C:4](=[O:2])[c:6]1[o:7][c:8]([N:11]2[CH2:12][CH:13]([O:16][c:17]3[c:18]([Br:24])[cH:19][cH:20][c:21]([F:23])[cH:22]3)[CH2:14][CH2:15]2)[n:9][n:10]1)[CH3:5].[CH2:26]1[O:27][CH2:28][CH2:29][CH2:30]1.[NH3:25]>>[O:3]=[C:4]([c:6]1[o:7][c:8]([N:11]2[CH2:12][CH:13]([O:16][c:17]3[c:18]([Br:24])[cH:19][cH:20][c:21]([F:23])[cH:22]3)[CH2:14][CH2:15]2)[n:9][n:10]1)[NH2:25].